describe an organic reaction: reactants, conditions, products, and yield From a dataset of the Open Reaction Database (ORD), a public repository of structured organic reaction records. Reaction SMILES: [C:23](=[O:24])([O-:25])[O-:26].[CH3:1][c:2]1[cH:3][c:4](-[c:7]2[cH:8][n:9][c:10]3[n:11]2[nH:12][c:13](=[O:20])[c:14]2[cH:15][cH:16][cH:17][cH:18][c:19]32)[n:5][o:6]1.[Cl:30][CH2:31][c:32]1[n:33][n:34][n:35]([CH3:37])[cH:36]1.[ClH:29].[H-:21].[K+:27].[K+:28].[Na+:22].[O:38]=[CH:39][N:40]([CH3:41])[CH3:42].[OH2:43]>>[CH3:1][c:2]1[cH:3][c:4](-[c:7]2[cH:8][n:9][c:10]3[n:11]2[n:12][c:13]([O:20][CH2:31][c:32]2[n:33][n:34][n:35]([CH3:37])[cH:36]2)[c:14]2[cH:15][cH:16][cH:17][cH:18][c:19]32)[n:5][o:6]1. The reactants are O=C([O-])[O-], Cc1cc(-c2cnc3c4ccccc4c(=O)[nH]n23)no1, Cn1cc(CCl)nn1, Cl, [H-], [K+], [K+], [Na+], CN(C)C=O, O. Yields the product Cc1cc(-c2cnc3c4ccccc4c(OCc4cn(C)nn4)nn23)no1. The reactants are BrC1=CC(=C(C=C1)C1(CC1)C1=NN=C2N1CCSC(C2)(C)CO[Si](C)(C)C(C)(C)C)F (3-[1-(4-Bromo-2-fluorophenyl)cyclopropyl]-8-({[tert-butyl(dimethyl)silyl]oxy}methyl)-8-methyl-5,6,8,9-tetrahydro[1,2,4]triazolo[4,3-d][1,4]thiazepine), Cl (hydrochloric acid). The solvent is CO (methanol). The product is FC=1C=C(C=CC1C1(CC1)C1=NN=C2N1CCSC(C2)(C)CO)C2=CC=CC=C2 ({3-[1-(3-Fluorobiphenyl-4-yl)cyclopropyl]-8-methyl-5,6,8,9-tetrahydro[1,2,4]triazolo[4,3-d][1,4]thiazepin-8-yl}methanol). Yield: 218.4%. Reaction SMILES: Br[C:2]1[CH:7]=[CH:6][C:5]([C:8]2([C:11]3[N:15]4[CH2:16][CH2:17][S:18][C:19]([CH2:22][O:23][Si](C(C)(C)C)(C)C)([CH3:21])[CH2:20][C:14]4=[N:13][N:12]=3)[CH2:10][CH2:9]2)=[C:4]([F:31])[CH:3]=1.Cl>CO>[F:31][C:4]1[CH:3]=[C:2]([C:2]2[CH:7]=[CH:6][CH:5]=[CH:4][CH:3]=2)[CH:7]=[CH:6][C:5]=1[C:8]1([C:11]2[N:15]3[CH2:16][CH2:17][S:18][C:19]([CH2:22][OH:23])([CH3:21])[CH2:20][C:14]3=[N:13][N:12]=2)[CH2:9][CH2:10]1. Procedure details: A solution of the compound (191 mg, 0.36 mmol) obtained in Example 14-6) and 4 M hydrochloric acid (1,4-dioxane solution, 2 mL) in methanol (3 mL) was stirred at room temperature for 14 h. The reaction mixture was concentrated under reduced pressure, saturated aqueous sodium hydrogencarbonate was added to the residue, the mixture was extracted with dichloromethane, and the organic layer was washed with saturated sodium chloride solution and dried with anhydrous sodium sulfate. After filtration, ...